Dataset: the Open Reaction Database (ORD), a public repository of structured organic reaction records. Task: describe an organic reaction: reactants, conditions, products, and yield Starting materials: S(=O)(Cl)Cl (Thionyl chloride), OCCCCCCN1C(=C(C2=CC=CC=C12)C)C=1C=NC=CC1 (1-(6-hydroxyhexyl)-3-methyl-2-(3-pyridyl)indole), C([O-])(O)=O.[Na+] (sodium bicarbonate). Conditions: time 1 hour. The product is ClCCCCCCN1C(=C(C2=CC=CC=C12)C)C=1C=NC=CC1 (1-(6-chlorohexyl)-3-methyl-2-(3-pyridyl)indole). As a reaction SMILES: S(Cl)([Cl:3])=O.O[CH2:6][CH2:7][CH2:8][CH2:9][CH2:10][CH2:11][N:12]1[C:20]2[C:15](=[CH:16][CH:17]=[CH:18][CH:19]=2)[C:14]([CH3:21])=[C:13]1[C:22]1[CH:23]=[N:24][CH:25]=[CH:26][CH:27]=1.C(=O)(O)[O-].[Na+]>>[Cl:3][CH2:6][CH2:7][CH2:8][CH2:9][CH2:10][CH2:11][N:12]1[C:20]2[C:15](=[CH:16][CH:17]=[CH:18][CH:19]=2)[C:14]([CH3:21])=[C:13]1[C:22]1[CH:23]=[N:24][CH:25]=[CH:26][CH:27]=1 |f:2.3|. Procedure: Thionyl chloride (0.36 ml) is combined with 1-(6-hydroxyhexyl)-3-methyl-2-(3-pyridyl)indole (1.37 g) at 0° . The mixture is then stirred at room temperature for 1 hour. Saturated aqueous sodium bicarbonate is added and the mixture is extracted with dichloromethane. The extract is washed with brine and dried over anhydrous magnesium sulfate. Concentration in vacuo yields the crude chloride as an oil. Purification by silica gel chromatography (CH2Cl2 /EtOAc 9.5:0.5) gives 1-(6-chlorohexyl)-3-methy... Reactants: CC(C)C(=O)Cl, CCc1nc2ccccc2n1-c1nc(N2CCOCC2)c2nc(C(=O)C3CCNCC3)n(C)c2n1, ClCCl. Yields the product CCc1nc2ccccc2n1-c1nc(N2CCOCC2)c2nc(C(=O)C3CCN(C(=O)C(C)C)CC3)n(C)c2n1. RXN SMILES: [C:36]([CH:37]([CH3:38])[CH3:39])(=[O:40])[Cl:41].[CH2:1]([CH3:2])[c:3]1[n:4][c:5]2[c:6]([n:7]1-[c:8]1[n:9][c:10]([N:26]3[CH2:27][CH2:28][O:29][CH2:30][CH2:31]3)[c:11]3[n:12][c:13]([C:18](=[O:19])[CH:20]4[CH2:21][CH2:22][NH:23][CH2:24][CH2:25]4)[n:14]([CH3:17])[c:15]3[n:16]1)[cH:32][cH:33][cH:34][cH:35]2.[Cl:42][CH2:43][Cl:44]>>[CH2:1]([CH3:2])[c:3]1[n:4][c:5]2[c:6]([n:7]1-[c:8]1[n:9][c:10]([N:26]3[CH2:27][CH2:28][O:29][CH2:30][CH2:31]3)[c:11]3[n:12][c:13]([C:18](=[O:19])[CH:20]4[CH2:21][CH2:22][N:23]([C:36]([CH:37]([CH3:38])[CH3:39])=[O:40])[CH2:24][CH2:25]4)[n:14]([CH3:17])[c:15]3[n:16]1)[cH:32][cH:33][cH:34][cH:35]2. Starting materials: C(C)(C)N(CC)C(C)C (diisopropylethylamine), Cl.[C@@H]12NC[C@@H](N(C1)C1=CC=NC3=CC=CC=C13)C2 (4-[(1S,4S)-2,5-diazabicyclo[2.2.1]heptan-5-yl]quinoline hydrochloride), C(\C=C\CCC)(=O)Cl ((E)-hex-2-enoyl chloride). The solvent is ClCCl (dichloromethane), ClCCl (dichloromethane). Conditions: time 20 minute. Yields the product N1=CC=C(C2=CC=CC=C12)N1[C@@H]2CN([C@H](C1)C2)C(\C=C\CCC)=O ((E)-1-[(1S,4S)-5-(4-Quinolyl)-2,5-diazabicyclo[2.2.1]heptan-2-yl]hex-2-en-1-one). The yield is 28.0%. As a reaction SMILES: Cl.[C@H:2]12[CH2:18][C@H:5]([N:6]([C:8]3[C:17]4[C:12](=[CH:13][CH:14]=[CH:15][CH:16]=4)[N:11]=[CH:10][CH:9]=3)[CH2:7]1)[CH2:4][NH:3]2.C(N(C(C)C)CC)(C)C.[C:28](Cl)(=[O:34])/[CH:29]=[CH:30]/[CH2:31][CH2:32][CH3:33]>ClCCl>[N:11]1[C:12]2[C:17](=[CH:16][CH:15]=[CH:14][CH:13]=2)[C:8]([N:6]2[CH2:7][C@@H:2]3[CH2:18][C@H:5]2[CH2:4][N:3]3[C:28](=[O:34])/[CH:29]=[CH:30]/[CH2:31][CH2:32][CH3:33])=[CH:9][CH:10]=1 |f:0.1|. Procedure: To 4-[(1S,4S)-2,5-diazabicyclo[2.2.1]heptan-5-yl]quinoline hydrochloride (26.2 mg, 0.1 mmol), dissolved in 0.5 ml anhydrous dichloromethane, polymer-supported diisopropylethylamine (80 mg, 3-4 mmol/g) was added followed by (E)-hex-2-enoyl chloride (19.9 mg, 0.15 mmol) dissolved in anhydrous dichloromethane (1 ml). The mixture was shaken at room temperature for 20 minutes, filtered and the filtrate evaporated to dryness under reduced pressure. The raw product was purified by preparative HPLC (gra... Starting materials: C(C=C)C1=C(C=CC(=C1)C(F)(F)F)O (2-(prop-2-en-1-yl)-4-(trifluoromethyl)phenol), Cl[Sn](Cl)(Cl)Cl (SnCl4), II (iodine). Solvent: ClCCl (dichloromethane), ClCCl (dichloromethane). The product is ICC1OC2=C(C1)C=C(C=C2)C(F)(F)F (2-(iodomethyl)-5-(trifluoromethyl)-2,3-dihydro-1-benzofuran). Isolated yield 43.1%. Reaction SMILES: [CH2:1]([C:4]1[CH:9]=[C:8]([C:10]([F:13])([F:12])[F:11])[CH:7]=[CH:6][C:5]=1[OH:14])[CH:2]=[CH2:3].Cl[Sn](Cl)(Cl)Cl.[I:20]I>ClCCl>[I:20][CH2:3][CH:2]1[CH2:1][C:4]2[CH:9]=[C:8]([C:10]([F:12])([F:13])[F:11])[CH:7]=[CH:6][C:5]=2[O:14]1. Procedure: To a solution of 2-(prop-2-en-1-yl)-4-(trifluoromethyl)phenol (4 g, 20 mmol) in dichloromethane (50 ml) was added SnCl4 (2.6 g, 10.0 mmol, 0.5 eq) dropwise and iodine (5.03 g, 19.8 mmol, 1 eq) with stirring for 6 hours at room temperature. The reaction mixture was diluted with dichloromethane (200 ml) and quenched by the addition of water (100 ml). The organic layer was separated and the pH value of the aqueous layer was adjusted to ˜8 with aqueous sodium bicarbonate. The aqueous layer was extra... The reactants are COc1ccc(C(=O)O)cc1C=Cc1ccc(OC(F)(F)F)cc1, Nn1cnnc1. The product is COc1ccc(C(=O)Nn2cnnc2)cc1C=Cc1ccc(OC(F)(F)F)cc1. As a reaction SMILES: [CH3:1][O:2][c:3]1[c:4]([CH:12]=[CH:13][c:14]2[cH:15][cH:16][c:17]([O:20][C:21]([F:22])([F:23])[F:24])[cH:18][cH:19]2)[cH:5][c:6]([C:7](=[O:8])[OH:9])[cH:10][cH:11]1.[NH2:25][n:26]1[cH:27][n:28][n:29][cH:30]1>>[CH3:1][O:2][c:3]1[c:4]([CH:12]=[CH:13][c:14]2[cH:15][cH:16][c:17]([O:20][C:21]([F:22])([F:23])[F:24])[cH:18][cH:19]2)[cH:5][c:6]([C:7](=[O:8])[NH:25][n:26]2[cH:27][n:28][n:29][cH:30]2)[cH:10][cH:11]1. Starting materials: CS(=O)(=O)C1=CC=C(C=O)C=C1 (4-methylsulfonylbenzaldehyde), COC1=CC=C(N)C=C1 (4-methoxyaniline). Solvent: C(C)O (ethanol). Product: COC1=CC=C(N=CC2=CC=C(C=C2)S(=O)(=O)C)C=C1 (4-Methoxy-N-(4-methylsulfonylbenzylidene)aniline). Yield: 94.7%. Reaction SMILES: [CH3:1][S:2]([C:5]1[CH:12]=[CH:11][C:8]([CH:9]=O)=[CH:7][CH:6]=1)(=[O:4])=[O:3].[CH3:13][O:14][C:15]1[CH:21]=[CH:20][C:18]([NH2:19])=[CH:17][CH:16]=1>C(O)C>[CH3:13][O:14][C:15]1[CH:21]=[CH:20][C:18]([N:19]=[CH:9][C:8]2[CH:11]=[CH:12][C:5]([S:2]([CH3:1])(=[O:4])=[O:3])=[CH:6][CH:7]=2)=[CH:17][CH:16]=1. Procedure details: 1.00 g (5.4 mmol) of 4-methylsulfonylbenzaldehyde and 0.67 g (5.4 mmol) of 4-methoxyaniline were dissolved in 15 ml of ethanol, and the solution was heated under reflux for 1 hour. At the end of this time, the reaction solution was cooled to room temperature, and the crystals which precipitated were collected by filtration and washed with ethanol, to give 1.48 g (yield 95%) of the title compound as slightly yellow prismatic crystals.